This data is from the Open Reaction Database (ORD), a public repository of structured organic reaction records. The task is: describe an organic reaction: reactants, conditions, products, and yield Starting materials: Brc1ccc(COc2ccccn2)cc1, [Li]CCCC, CN(C)C=O, CCOC(C)=O, C1CCOC1. The product is O=Cc1ccc(COc2ccccn2)cc1. Reaction SMILES: [Br:6][c:7]1[cH:8][cH:9][c:10]([CH2:11][O:12][c:13]2[n:14][cH:15][cH:16][cH:17][cH:18]2)[cH:19][cH:20]1.[CH2:21]([Li:22])[CH2:23][CH2:24][CH3:25].[CH3:26][N:27]([CH3:28])[CH:29]=[O:30].[CH3:31][CH2:32][O:33][C:34](=[O:35])[CH3:36].[O:1]1[CH2:2][CH2:5][CH2:4][CH2:3]1>>[O:1]=[CH:2][c:7]1[cH:8][cH:9][c:10]([CH2:11][O:12][c:13]2[n:14][cH:15][cH:16][cH:17][cH:18]2)[cH:19][cH:20]1. Starting materials: CC(=O)O, ClCCl, O=Cc1ccc([N+](=O)[O-])cc1, NC1CCCCC1, [Na+], [OH-]. The product is O=[N+]([O-])c1ccc(CNC2CCCCC2)cc1. RXN SMILES: [CH3:19][C:20](=[O:21])[OH:22].[Cl:25][CH2:26][Cl:27].[N+:1](=[O:2])([O-:3])[c:4]1[cH:5][cH:6][c:7]([CH:8]=[O:9])[cH:10][cH:11]1.[NH2:12][CH:13]1[CH2:14][CH2:15][CH2:16][CH2:17][CH2:18]1.[Na+:24].[OH-:23]>>[N+:1](=[O:2])([O-:3])[c:4]1[cH:5][cH:6][c:7]([CH2:8][NH:12][CH:13]2[CH2:14][CH2:15][CH2:16][CH2:17][CH2:18]2)[cH:10][cH:11]1. Reactants: C1CCOC1, ClCCl, B1C2CCCC1CCC2, C=C1CC(c2nc(-c3ccc4ccc(-c5ccccc5)nc4c3)c3c(Cl)nccn23)C1, [Na+], [OH-], OO. Yields the product OCC1CC(c2nc(-c3ccc4ccc(-c5ccccc5)nc4c3)c3c(Cl)nccn23)C1. RXN SMILES: [CH2:45]1[O:46][CH2:47][CH2:48][CH2:49]1.[CH2:50]([Cl:51])[Cl:52].[CH:32]12[CH2:33][CH2:34][CH2:35][CH:36]([BH:37]1)[CH2:38][CH2:39][CH2:40]2.[Cl:1][c:2]1[c:3]2[n:4]([cH:5][cH:6][n:7]1)[c:8]([CH:27]1[CH2:28][C:29](=[CH2:31])[CH2:30]1)[n:9][c:10]2-[c:11]1[cH:12][cH:13][c:14]2[cH:15][cH:16][c:17](-[c:21]3[cH:22][cH:23][cH:24][cH:25][cH:26]3)[n:18][c:19]2[cH:20]1.[Na+:42].[OH-:41].[OH:43][OH:44]>>[Cl:1][c:2]1[c:3]2[n:4]([cH:5][cH:6][n:7]1)[c:8]([CH:27]1[CH2:28][CH:29]([CH2:31][OH:41])[CH2:30]1)[n:9][c:10]2-[c:11]1[cH:12][cH:13][c:14]2[cH:15][cH:16][c:17](-[c:21]3[cH:22][cH:23][cH:24][cH:25][cH:26]3)[n:18][c:19]2[cH:20]1. Reactants: ClCCCN1C(NC2=C1C=CC=C2)=O (1-(3-chloropropyl)-1,3-dihydro-2H-benzimidazol-2-one), O1C(=CC=C1)CN1C(=NC2=C1C=CC=C2)CC2CCNCC2 (1-(2-furanylmethyl)-2-(4-piperidinylmethyl)-1H-benzimidazole), C(O)([O-])=O.[Na+] (sodium hydrogen carbonate). The solvent is C(C)O (ethanol). Product: C(C(=O)O)(=O)O.O1C(=CC=C1)CN1C(=NC2=C1C=CC=C2)CC2CCN(CC2)CCCN2C(NC1=C2C=CC=C1)=O (1-[3-[4-[[1-(2-furanylmethyl)-1H-benzimidazol-2-yl]methyl]-1-piperidinyl]propyl]-1,3-dihydro-2H-benzimidazol-2-one ethanedioate). Yield: 43.0%. Reaction SMILES: Cl[CH2:2][CH2:3][CH2:4][N:5]1[C:9]2[CH:10]=[CH:11][CH:12]=[CH:13][C:8]=2[NH:7][C:6]1=[O:14].[O:15]1[CH:19]=[CH:18][CH:17]=[C:16]1[CH2:20][N:21]1[C:25]2[CH:26]=[CH:27][CH:28]=[CH:29][C:24]=2[N:23]=[C:22]1[CH2:30][CH:31]1[CH2:36][CH2:35][NH:34][CH2:33][CH2:32]1.[C:37](=O)([O-:39])[OH:38].[Na+]>C(O)C>[C:6]([OH:14])(=[O:15])[C:37]([OH:39])=[O:38].[O:15]1[CH:19]=[CH:18][CH:17]=[C:16]1[CH2:20][N:21]1[C:25]2[CH:26]=[CH:27][CH:28]=[CH:29][C:24]=2[N:23]=[C:22]1[CH2:30][CH:31]1[CH2:32][CH2:33][N:34]([CH2:2][CH2:3][CH2:4][N:5]2[C:9]3[CH:10]=[CH:11][CH:12]=[CH:13][C:8]=3[NH:7][C:6]2=[O:14])[CH2:35][CH2:36]1 |f:2.3,5.6|. Procedure details: A mixture of 3.16 parts of 1-(3-chloropropyl)-1,3-dihydro-2H-benzimidazol-2-one, 4.4 parts of 1-(2-furanylmethyl)-2-(4-piperidinylmethyl)-1H-benzimidazole, 2 parts of sodium hydrogen carbonate and 80 parts of ethanol was stirred and refluxed for 32 hours. The reaction mixture was cooled and filtered over Hyflo. The filtrate was evaporated. The residue was purified by column chromatography over silica gel using a mixture of trichloromethane and methanol (90:10 by volume) as eluent. The pure fract... Procedure: Sodium nitrite (0.76 g.) is added portionwise to 5 ml. of conc. H2SO4. This solution is cooled in an ice bath and 10 ml. 1:5 acid is added, keeping the temperature below 15° C. This mixture is stirred at 0° to 5° C. and 2.07 g. of 2-amino-6-thiocyanatobenzothiazole is added, followed by 10 ml. of 1:5 acid. The diazotization is stirred at 0° to 5° C. for 2.0 hr. and is then added to a solution of 2.82 g. 2-methyl-5-methylsulfonamido-N-cyclohexylaniline in a mixture of 50 ml. 15% H2SO4 and 50 ml. ... Starting materials: CC1=C(NC2CCCCC2)C=C(C=C1)NS(=O)(=O)C (2-methyl-5-methylsulfonamido-N-cyclohexylaniline), NC=1SC2=C(N1)C=CC(=C2)SC#N (2-amino-6-thiocyanatobenzothiazole), C(C)(=O)[O-].[NH4+] (ammonium acetate), N(=O)[O-].[Na+] (Sodium nitrite), OS(=O)(=O)O (H2SO4), OS(=O)(=O)O (H2SO4). Solvent: O (water). Yields the product azo, S(C#N)C1=CC2=C(N=C(S2)N=NC2=CC(=C(NC3CCCCC3)C=C2NS(=O)(=O)C)C)C=C1 (4-(6-thiocyanato-2-benzothiazolylazo)-2-methyl-5-methylsulfonamido-N-cyclohexylaniline). Reaction SMILES: N([O-])=O.[Na+].OS(O)(=O)=O.[NH2:10][C:11]1[S:12][C:13]2[CH:19]=[C:18]([S:20][C:21]#[N:22])[CH:17]=[CH:16][C:14]=2[N:15]=1.[CH3:23][C:24]1[CH:36]=[CH:35][C:34]([NH:37][S:38]([CH3:41])(=[O:40])=[O:39])=[CH:33][C:25]=1[NH:26][CH:27]1[CH2:32][CH2:31][CH2:30][CH2:29][CH2:28]1.C([O-])(=O)C.[NH4+:46]>O>[S:20]([C:18]1[CH:17]=[CH:16][C:14]2[N:15]=[C:11]([N:10]=[N:46][C:35]3[C:34]([NH:37][S:38]([CH3:41])(=[O:40])=[O:39])=[CH:33][C:25]([NH:26][CH:27]4[CH2:28][CH2:29][CH2:30][CH2:31][CH2:32]4)=[C:24]([CH3:23])[CH:36]=3)[S:12][C:13]=2[CH:19]=1)[C:21]#[N:22] |f:0.1,5.6|. Reactants: CNN (methylhydrazine), O=C(C(=O)OCC)CC(CC)=O (Ethyl 2,4-dioxohexanoate), ice. The solvent is C(C)(=O)O (acetic acid). Conditions: time 2 hour. The product is C(C)C1=CC(=NN1C)C(=O)OCC (Ethyl 5-Ethyl-1-methylpyrazole-3-carboxylate). Reaction SMILES: O=[C:2]([CH2:8][C:9](=O)[CH2:10][CH3:11])[C:3]([O:5][CH2:6][CH3:7])=[O:4].[CH3:13][NH:14][NH2:15]>C(O)(=O)C>[CH2:10]([C:9]1[N:14]([CH3:13])[N:15]=[C:2]([C:3]([O:5][CH2:6][CH3:7])=[O:4])[CH:8]=1)[CH3:11]. Procedure details: Ethyl 2,4-dioxohexanoate (12 g) in glacial acetic acid (75 ml) was cooled in an ice-bath and treated with methylhydrazine (3.21 g) in a dropwise fashion over 5-10 m. On complete addition the ice cooling was removed and the yellow homogeneous solution stirred at room temperature for ca. 2 h. The acetic acid was then removed in vacuo and the residual oil re-dissolved in ethyl acetate (~ 100 mls). The ethyl acetate solution was washed with saturated sodium hydrogen carbonate (3×) and brine. After d...